This data is from the Open Reaction Database (ORD), a public repository of structured organic reaction records. The task is: describe an organic reaction: reactants, conditions, products, and yield Starting materials: C=1N=C2C(=C(N1)N)N=CC2 (9-Deazaadenine), CC1(OC[C@H](O1)[C@H](CNC)CSC)C ((S)-2-((R)-2,2-dimethyl-1,3-dioxolan-4-yl)-N-methyl-3-(methylthio)propan-1-amine), C=O (formaldehyde), N (NH3). The solvent is O (water), O1CCOCC1 (1,4-dioxane), CO (MeOH). Conditions: time 1 hour. Product: CC1(OC[C@H](O1)[C@H](CN(C)CC1=CNC2=C1N=CN=C2N)CSC)C (7-((((S)-2-((R)-2,2-dimethyl-1,3-dioxolan-4-yl)-3-(methylthio)propyl)(methyl)amino)methyl)-5H-pyrrolo[3,2-d]pyrimidin-4-amine). Isolated yield 82.5%. RXN SMILES: [CH:1]1[N:2]=[C:3]2[CH2:10][CH:9]=[N:8][C:4]2=[C:5]([NH2:7])[N:6]=1.[CH3:11][C:12]1([CH3:24])[O:16][C@H:15]([C@@H:17]([CH2:21][S:22][CH3:23])[CH2:18][NH:19][CH3:20])[CH2:14][O:13]1.[CH2:25]=O.N>CO.O.O1CCOCC1>[CH3:11][C:12]1([CH3:24])[O:16][C@H:15]([C@@H:17]([CH2:21][S:22][CH3:23])[CH2:18][N:19]([CH2:25][C:10]2[C:3]3[N:2]=[CH:1][N:6]=[C:5]([NH2:7])[C:4]=3[NH:8][CH:9]=2)[CH3:20])[CH2:14][O:13]1. Procedure: 9-Deazaadenine (73 mg, 547 μmol) was added to a solution of (S)-2-((R)-2,2-dimethyl-1,3-dioxolan-4-yl)-N-methyl-3-(methylthio)propan-1-amine (80 mg, 365 μmol) and formaldehyde (0.044 ml, 37% aq, 547 μmol) in a 1,4-dioxane (2 ml) and water (0.5 ml) mixture and the resulting suspension heated to 90 C (bath temp). After 1 h the reaction was cooled to ambient and 7N NH3 in MeOH (2.5 ml) was added and the resulting reaction left to stir for a further 1 h. The reaction was then concentrated in vacuo a...